Dataset: the Open Reaction Database (ORD), a public repository of structured organic reaction records. Task: describe an organic reaction: reactants, conditions, products, and yield The reactants are COC(CCNCCC1=CC=CC=C1)=O (N-Phenethyl-β-alanine methyl ester), CO (methanol), C=C1CC(=O)O1 (diketene). Reaction conditions: time 1 hour. The product is C(CC1=CC=CC=C1)N1C(C(C(CC1)=O)C(C)=O)=O (1-phenethyl-3-acetyl-2,4-dioxopiperidine). Isolated yield 95.0%. Reaction SMILES: COC(=O)[CH2:4][CH2:5][NH:6][CH2:7][CH2:8][C:9]1[CH:14]=[CH:13][CH:12]=[CH:11][CH:10]=1.[CH2:16]=[C:17]1[O:21][C:19](=[O:20])[CH2:18]1.[CH3:22][OH:23]>>[CH2:7]([N:6]1[CH2:5][CH2:4][C:22](=[O:23])[CH:18]([C:17](=[O:21])[CH3:16])[C:19]1=[O:20])[CH2:8][C:9]1[CH:10]=[CH:11][CH:12]=[CH:13][CH:14]=1. Procedure details: N-Phenethyl-β-alanine methyl ester (80.2 g) is dissolved in methanol (150 ml), and thereto is added dropwise diketene (32 ml) under ice-cooling. The mixture is stirred at room temperature for 1 hour and then distilled to remove the solvent. The residue is dissolved in methanol (100 ml), and the solution is added dropwise to a solution of sodium methoxide [prepared from metal sodium (9.8 g) and methanol (150 ml)], and the mixture is stirred at room tempeature for 2 hours. After the reaction, the ... The reactants are OCCNCCCC1=CC=C(C#N)C=C1 (4-[3-(2-Hydroxyethylamino)propyl]benzonitrile), NC(=O)N (urea). Run in O (water). Reaction conditions: temperature 130 celsius. The product is C(#N)C1=CC=C(C=C1)CCCN(C(=O)N)CCO (1-[3-(4-Cyanophenyl)propyl]-1-(2-hydroxyethyl)urea). The yield is 72.7%. RXN SMILES: [OH:1][CH2:2][CH2:3][NH:4][CH2:5][CH2:6][CH2:7][C:8]1[CH:15]=[CH:14][C:11]([C:12]#[N:13])=[CH:10][CH:9]=1.[NH2:16][C:17](N)=[O:18]>O>[C:12]([C:11]1[CH:14]=[CH:15][C:8]([CH2:7][CH2:6][CH2:5][N:4]([CH2:3][CH2:2][OH:1])[C:17]([NH2:16])=[O:18])=[CH:9][CH:10]=1)#[N:13]. Procedure: 4-[3-(2-Hydroxyethylamino)propyl]benzonitrile (6.7 g, 0.0328 mol; see Preparation A(v) above) and urea (2 g, 0.0328 mol) were mixed and heated at 130° C. for 2 h. The reaction mixture was cooled to room temperature and water was added. The resulting solid was filtered and dried to give 5.9 g (72%) of the sub-title compound as a white solid. Starting materials: Cc1onc2c1c(=O)n(C1CCCC(C(=O)O)C1)c1cnccc21, CCN=C=NCCCN(C)C, COc1cc(CN)cc(OC)c1OC, CN(C)C=O, CCN(C(C)C)C(C)C, Cl, On1nnc2cccnc21. The product is COc1cc(CNC(=O)C2CCCC(n3c(=O)c4c(C)onc4c4ccncc43)C2)cc(OC)c1OC. Reaction SMILES: [CH3:1][c:2]1[o:3][n:4][c:5]2[c:6]1[c:7](=[O:24])[n:8]([CH:15]1[CH2:16][CH:17]([C:21](=[O:22])[OH:23])[CH2:18][CH2:19][CH2:20]1)[c:9]1[cH:10][n:11][cH:12][cH:13][c:14]21.[CH3:26][N:27]([CH3:28])[CH2:29][CH2:30][CH2:31][N:32]=[C:33]=[N:34][CH2:35][CH3:36].[CH3:56][O:57][c:58]1[cH:59][c:60]([CH2:61][NH2:62])[cH:63][c:64]([O:68][CH3:69])[c:65]1[O:66][CH3:67].[CH3:70][N:71]([CH3:72])[CH:73]=[O:74].[CH:47]([N:48]([CH2:49][CH3:50])[CH:51]([CH3:52])[CH3:53])([CH3:54])[CH3:55].[ClH:25].[OH:37][n:38]1[c:39]2[n:40][cH:41][cH:42][cH:43][c:44]2[n:45][n:46]1>>[CH3:1][c:2]1[o:3][n:4][c:5]2[c:6]1[c:7](=[O:24])[n:8]([CH:15]1[CH2:16][CH:17]([C:21](=[O:23])[NH:62][CH2:61][c:60]3[cH:59][c:58]([O:57][CH3:56])[c:65]([O:66][CH3:67])[c:64]([O:68][CH3:69])[cH:63]3)[CH2:18][CH2:19][CH2:20]1)[c:9]1[cH:10][n:11][cH:12][cH:13][c:14]21. Starting materials: COC(=O)Cc1cccc(OCCNCCC2CCN(c3nc4ccc(Cl)cc4s3)C2)c1, CO, [Na+], C1CCOC1, [OH-]. Yields the product O=C(O)Cc1cccc(OCCNCCC2CCN(c3nc4ccc(Cl)cc4s3)C2)c1. Reaction SMILES: [CH3:1][O:2][C:3]([CH2:4][c:5]1[cH:6][c:7]([O:11][CH2:12][CH2:13][NH:14][CH2:15][CH2:16][CH:17]2[CH2:18][N:19]([c:22]3[s:23][c:24]4[c:25]([n:26]3)[cH:27][cH:28][c:29]([Cl:31])[cH:30]4)[CH2:20][CH2:21]2)[cH:8][cH:9][cH:10]1)=[O:32].[CH3:40][OH:41].[Na+:34].[O:35]1[CH2:36][CH2:37][CH2:38][CH2:39]1.[OH-:33]>>[O:2]=[C:3]([CH2:4][c:5]1[cH:6][c:7]([O:11][CH2:12][CH2:13][NH:14][CH2:15][CH2:16][CH:17]2[CH2:18][N:19]([c:22]3[s:23][c:24]4[c:25]([n:26]3)[cH:27][cH:28][c:29]([Cl:31])[cH:30]4)[CH2:20][CH2:21]2)[cH:8][cH:9][cH:10]1)[OH:32]. Starting materials: N#Cc1ccc2nc(C(=O)NCc3cccc(CNC(=O)c4ncn(C(c5ccccc5)(c5ccccc5)c5ccccc5)n4)c3)[nH]c(=O)c2c1, CC[SiH](CC)CC, ClCCl, O=C(O)C(F)(F)F. Product: N#Cc1ccc2nc(C(=O)NCc3cccc(CNC(=O)c4nc[nH]n4)c3)[nH]c(=O)c2c1. Reaction SMILES: [C:1](#[N:2])[c:3]1[cH:4][c:5]2[c:6](=[O:51])[nH:7][c:8]([C:13](=[O:14])[NH:15][CH2:16][c:17]3[cH:18][c:19]([CH2:23][NH:24][C:25](=[O:26])[c:27]4[n:28][n:29]([C:32]([c:33]5[cH:34][cH:35][cH:36][cH:37][cH:38]5)([c:39]5[cH:40][cH:41][cH:42][cH:43][cH:44]5)[c:45]5[cH:46][cH:47][cH:48][cH:49][cH:50]5)[cH:30][n:31]4)[cH:20][cH:21][cH:22]3)[n:9][c:10]2[cH:11][cH:12]1.[CH2:52]([SiH:53]([CH2:54][CH3:55])[CH2:56][CH3:57])[CH3:58].[Cl:66][CH2:67][Cl:68].[OH:59][C:60]([C:61]([F:62])([F:63])[F:64])=[O:65]>>[C:1](#[N:2])[c:3]1[cH:4][c:5]2[c:6](=[O:51])[nH:7][c:8]([C:13](=[O:14])[NH:15][CH2:16][c:17]3[cH:18][c:19]([CH2:23][NH:24][C:25](=[O:26])[c:27]4[n:28][nH:29][cH:30][n:31]4)[cH:20][cH:21][cH:22]3)[n:9][c:10]2[cH:11][cH:12]1. Product: CCCCCOc1c(C=Cc2nc3sccn3c(=O)c2-c2ccc(OC(F)(F)F)cc2)cccc1OC. As a reaction SMILES: [CH3:1][c:2]1[n:3][c:4]2[n:5]([c:6](=[O:19])[c:7]1-[c:8]1[cH:9][cH:10][c:11]([O:14][C:15]([F:16])([F:17])[F:18])[cH:12][cH:13]1)[cH:20][cH:21][s:22]2.[CH3:23][O:24][c:25]1[c:26]([O:33][CH2:34][CH2:35][CH2:36][CH2:37][CH3:38])[c:27]([CH:28]=[O:29])[cH:30][cH:31][cH:32]1.[CH3:40][CH2:41][O-:42].[CH3:43][CH2:44][OH:45].[Na+:39]>>[CH:1]([c:2]1[n:3][c:4]2[n:5]([c:6](=[O:19])[c:7]1-[c:8]1[cH:9][cH:10][c:11]([O:14][C:15]([F:16])([F:17])[F:18])[cH:12][cH:13]1)[cH:20][cH:21][s:22]2)=[CH:28][c:27]1[c:26]([O:33][CH2:34][CH2:35][CH2:36][CH2:37][CH3:38])[c:25]([O:24][CH3:23])[cH:32][cH:31][cH:30]1. The reactants are Cc1nc2sccn2c(=O)c1-c1ccc(OC(F)(F)F)cc1, CCCCCOc1c(C=O)cccc1OC, CC[O-], CCO, [Na+].